From a dataset of the Open Reaction Database (ORD), a public repository of structured organic reaction records. describe an organic reaction: reactants, conditions, products, and yield Reactants: Cl.CN (methyl amine Hydrogen Chloride), COC(=O)C1OC2=C(C1)C=C(C=C2)NC2=NC=C(C(=N2)NC2=CC(=CC=C2)OC(F)(F)F)F ((±)-N2-(2,3-dihydro-2-methoxycarbonylbenzofuran-5-yl)-5-fluoro-N4-(3-trifluoromethoxyphenyl)-2,4-pyrimidinediamine). Product: CNC(=O)C1OC2=C(C1)C=C(C=C2)NC2=NC=C(C(=N2)NC2=CC(=CC=C2)OC(F)(F)F)F ((±)-N2-[2,3-dihydro-(N-methylamino)carbonylbenzofuran-5-yl]-5-fluoro-N4-(3-trifluoromethoxyphenyl)-2,4-pyrimidinediamine). Reaction SMILES: Cl.[CH3:2][NH2:3].C[O:5][C:6]([CH:8]1[CH2:12][C:11]2[CH:13]=[C:14]([NH:17][C:18]3[N:23]=[C:22]([NH:24][C:25]4[CH:30]=[CH:29][CH:28]=[C:27]([O:31][C:32]([F:35])([F:34])[F:33])[CH:26]=4)[C:21]([F:36])=[CH:20][N:19]=3)[CH:15]=[CH:16][C:10]=2[O:9]1)=O>>[CH3:2][NH:3][C:6]([CH:8]1[CH2:12][C:11]2[CH:13]=[C:14]([NH:17][C:18]3[N:23]=[C:22]([NH:24][C:25]4[CH:30]=[CH:29][CH:28]=[C:27]([O:31][C:32]([F:34])([F:35])[F:33])[CH:26]=4)[C:21]([F:36])=[CH:20][N:19]=3)[CH:15]=[CH:16][C:10]=2[O:9]1)=[O:5] |f:0.1|. Procedure details: In like manner to the preparation of (±)-N4-(3,4-difluorophenyl)-5-fluoro-N2-[2-(N-methylamino)carbonyl-2,3-dihydrobenzofuran-5-yl]-2,4-pyrimidinediamine, the reaction of methyl amine Hydrogen Chloride with (±)-N2-(2,3-dihydro-2-methoxycarbonylbenzofuran-5-yl)-5-fluoro-N4-(3-trifluoromethoxyphenyl)-2,4-pyrimidinediamine gave (±)-N2-[2,3-dihydro-(N-methylamino)carbonylbenzofuran-5-yl]-5-fluoro-N4-(3-trifluoromethoxyphenyl)-2,4-pyrimidinediamine. LCMS: purity: 94%; MS (m/e): 464 (MH+). The reactants are COc1ccc(-c2cnc(OC)cc2C)cc1, ClC(Cl)(Cl)Cl, O=C1CCC(=O)N1Br. Yields the product COc1ccc(-c2cnc(OC)cc2CBr)cc1. Reaction SMILES: [CH3:1][O:2][c:3]1[n:4][cH:5][c:6](-[c:10]2[cH:11][cH:12][c:13]([O:16][CH3:17])[cH:14][cH:15]2)[c:7]([CH3:9])[cH:8]1.[Cl:26][C:27]([Cl:28])([Cl:29])[Cl:30].[O:18]=[C:19]1[N:20]([Br:25])[C:21](=[O:22])[CH2:23][CH2:24]1>>[CH3:1][O:2][c:3]1[n:4][cH:5][c:6](-[c:10]2[cH:11][cH:12][c:13]([O:16][CH3:17])[cH:14][cH:15]2)[c:7]([CH2:9][Br:25])[cH:8]1. Starting materials: BrC=1C=C(C=NC1)OC[C@H]1N(CCC1)C (5-bromo-3-(1-methyl-2-(S)-pyrrolidinylmethoxy)-pyridine), C1CCOC1 (THF), C[Mg]Br (methylmagnesium bromide), Ni(dppp)Cl. Reaction conditions: temperature 0 celsius, time 5 hour. Product: [OH-].[NH4+] (ammonium hydroxide), C(C)C=1C=C(C=NC1)OC[C@H]1N(CCC1)C (5-ethyl-3-(1-methyl-2-(S)-pyrrolidinylmethoxy)pyridine). As a reaction SMILES: Br[C:2]1[CH:3]=[C:4]([O:8][CH2:9][C@@H:10]2[CH2:14][CH2:13][CH2:12][N:11]2[CH3:15])[CH:5]=[N:6][CH:7]=1.C[Mg]Br.[CH2:19]1COC[CH2:20]1>>[OH-:8].[NH4+:6].[CH2:19]([C:2]1[CH:3]=[C:4]([O:8][CH2:9][C@@H:10]2[CH2:14][CH2:13][CH2:12][N:11]2[CH3:15])[CH:5]=[N:6][CH:7]=1)[CH3:20] |f:3.4|. Procedure: A 542 mg (2 mmol) sample of 5-bromo-3-(1-methyl-2-(S)-pyrrolidinylmethoxy)-pyridine, from Example 28 above, was dissolved in 10 mL of THF, 6.6 mg of Ni(dppp)Cl was added, and the mixture was cooled to 0° C. To this solution was added 0.6 mL of methylmagnesium bromide, then the mixture was stirred at room temperature for 5 hours. The reaction was quenched by addition of NH4Cl solution, and the mixture was extracted with CHCl3. The organic extract was dried and concentrated. The residue was purifi... Reactants: [Na].CC=1C(=NC=CC1OCC12COC(OC1)(OC2)C)CS(=O)C2=NC1=C(N2)C=CC=C1 (2-(((3-methyl-4-((1-methyl-2,6,7-trioxabicyclo[2.2.2]oct-4-yl)methoxy)pyridin-2-yl)methyl)sulfinyl)-1H-benzimidazole sodium salt), C1(CC1)C12OCC(CO1)(CO2)CO ((1-cyclopropyl-2,6,7-trioxabicyclo[2.2.2]oct-4-yl)methanol). The product is [Na].C1(CC1)C12OCC(CO1)(CO2)COC2=C(C(=NC=C2)CS(=O)C2=NC1=C(N2)C=CC=C1)C (2-(((4-((1-cyclopropyl-2,6,7-trioxabicyclo[2.2.2]oct-4-yl)methoxy)-3-methylpyridin-2-yl)methyl)sulfinyl)-1H-benzimidazole sodium salt). Yield: 3.2%. As a reaction SMILES: [Na:1].[CH3:2][C:3]1[C:4]([CH2:20][S:21]([C:23]2[NH:27][C:26]3[CH:28]=[CH:29][CH:30]=[CH:31][C:25]=3[N:24]=2)=[O:22])=[N:5][CH:6]=[CH:7][C:8]=1[O:9][CH2:10][C:11]12[CH2:18][O:17][C:14]([CH3:19])([O:15][CH2:16]1)[O:13][CH2:12]2.[CH:32]1(C23OCC(CO)(CO2)CO3)C[CH2:33]1>>[Na:1].[CH:19]1([C:14]23[O:15][CH2:16][C:11]([CH2:10][O:9][C:8]4[CH:7]=[CH:6][N:5]=[C:4]([CH2:20][S:21]([C:23]5[NH:24][C:25]6[CH:31]=[CH:30][CH:29]=[CH:28][C:26]=6[N:27]=5)=[O:22])[C:3]=4[CH3:2])([CH2:12][O:13]2)[CH2:18][O:17]3)[CH2:33][CH2:32]1 |f:0.1,3.4,^1:0,44|. Procedure: The same procedure as in the steps (24b) to (24f) of Example 24 was repeated using (1-cyclopropyl-2,6,7-trioxabicyclo[2.2.2]oct-4-yl)methanol obtained in the step (37c) above to obtain the title compound (147 mg, total yield: 3.2%) as a light yellow solid. Reactants: [N-]=[N+]=[N-].[Na+] (Sodium azide), BrCC1=CC=CC(=N1)C#N (6-bromomethyl-pyridine-2-carbonitrile), nitrile. The reagents and catalysts are [Pd] (Pd/C). Solvent: CO (MeOH), CN(C)C=O (DMF). Run at time 16 hour. The product is NCC1=CC=CC(=N1)C#N (6-aminomethyl-pyridine-2-carbonitrile). Yield: 46.4%. As a reaction SMILES: [N-:1]=[N+]=[N-].[Na+].Br[CH2:6][C:7]1[N:12]=[C:11]([C:13]#[N:14])[CH:10]=[CH:9][CH:8]=1>CN(C=O)C.CO.[Pd]>[NH2:1][CH2:6][C:7]1[N:12]=[C:11]([C:13]#[N:14])[CH:10]=[CH:9][CH:8]=1 |f:0.1|. Reported procedure: Sodium azide (0.280 g, 4.32 mmol) was added to a solution of 6-bromomethyl-pyridine-2-carbonitrile (0.610 g, 2.88 mmol) in DMF (12 ml) and the resulting pale yellow solution was stirred at rt for 16 h. Standard basic workup gave the crude product as a tan solid in quantitative yield (0.501 g). The crude solid was dissolved in MeOH (15 ml), treated with 10% Pd/C (0.050 g) and placed under 40 psi H2 on a Parr shaker for 30 minutes (Note: it is imperative that this reduction is stopped at 30 minute... Starting materials: Cl(=O)(=O)(=O)O (perchloric acid), solution, C1(CCCCC1)P(C1CCCCC1)C1CCCCC1 (tricyclohexyl phosphine). Solvent: C(C)OCC (diethylether). The product is Cl(=O)(=O)(=O)[O-].C1(CCCCC1)[PH+](C1CCCCC1)C1CCCCC1 (Tricyclohexyl Phosphonium Perchlorate). Yield: 74.4%. Reaction SMILES: [Cl:1]([OH:5])(=[O:4])(=[O:3])=[O:2].[CH:6]1([P:12]([CH:19]2[CH2:24][CH2:23][CH2:22][CH2:21][CH2:20]2)[CH:13]2[CH2:18][CH2:17][CH2:16][CH2:15][CH2:14]2)[CH2:11][CH2:10][CH2:9][CH2:8][CH2:7]1>C(OCC)C>[Cl:1]([O-:5])(=[O:4])(=[O:3])=[O:2].[CH:19]1([PH+:12]([CH:6]2[CH2:7][CH2:8][CH2:9][CH2:10][CH2:11]2)[CH:13]2[CH2:18][CH2:17][CH2:16][CH2:15][CH2:14]2)[CH2:20][CH2:21][CH2:22][CH2:23][CH2:24]1 |f:3.4|. Reported procedure: 1.1 ml (12 mmol) perchloric acid is added to 25 ml of a solution of 12 mmol tricyclohexyl phosphine in diethylether prepared as in comparative example 3. Under a slight heat development a crystalline solid precipitates immediately, which is filtered off, and washed with diethylether. 3.4 g of a colorless solid is obtained. This solid is an explosive due to a shock sensitivity at an impact energy of 25 J. The reactants are CC(C)(C)Oc1ccc(CBr)cc1, O=C([O-])[O-], [Cs+], [Cs+], Nc1nccn2c(C3CCC3)nc(-c3cccc(O)c3)c12, CN(C)C=O. The product is CC(C)(C)Oc1ccc(COc2cccc(-c3nc(C4CCC4)n4ccnc(N)c34)c2)cc1. RXN SMILES: [Br:28][CH2:29][c:30]1[cH:31][cH:32][c:33]([O:36][C:37]([CH3:38])([CH3:39])[CH3:40])[cH:34][cH:35]1.[C:22](=[O:23])([O-:24])[O-:25].[Cs+:26].[Cs+:27].[NH2:1][c:2]1[c:3]2[n:4]([cH:5][cH:6][n:7]1)[c:8]([CH:18]1[CH2:19][CH2:20][CH2:21]1)[n:9][c:10]2-[c:11]1[cH:12][c:13]([OH:17])[cH:14][cH:15][cH:16]1.[O:41]=[CH:42][N:43]([CH3:44])[CH3:45]>>[NH2:1][c:2]1[c:3]2[n:4]([cH:5][cH:6][n:7]1)[c:8]([CH:18]1[CH2:19][CH2:20][CH2:21]1)[n:9][c:10]2-[c:11]1[cH:12][c:13]([O:17][CH2:29][c:30]2[cH:31][cH:32][c:33]([O:36][C:37]([CH3:38])([CH3:39])[CH3:40])[cH:34][cH:35]2)[cH:14][cH:15][cH:16]1.